This data is from the Open Reaction Database (ORD), a public repository of structured organic reaction records. The task is: describe an organic reaction: reactants, conditions, products, and yield Reactants: C=O (Formaldehyde), aqueous solution, C(C)(=O)O (acetic acid), C(C)(=O)O[BH-](OC(C)=O)OC(C)=O.[Na+] (Sodium triacetoxyborohydride), [C@@H]12N(C[C@@H](NC1)C2)C(=O)OC(C)(C)C ((1S,4S)-tert-Butyl 2,5-diazabicyclo[2.2.1]heptane-2-carboxylate). The solvent is CO (methanol). Reaction conditions: time 8 hour. Yields the product CN1[C@@H]2CN([C@H](C1)C2)C(=O)OC(C)(C)C ((1 S,4S)-tert-Butyl 5-methyl-2,5-diazabicyclo[2.2.1]heptane-2-carboxylate). RXN SMILES: [C@H:1]12[CH2:7][C@H:4]([NH:5][CH2:6]1)[CH2:3][N:2]2[C:8]([O:10][C:11]([CH3:14])([CH3:13])[CH3:12])=[O:9].C=O.[C:17](O)(=O)C.C(O[BH-](OC(=O)C)OC(=O)C)(=O)C.[Na+]>CO>[CH3:17][N:5]1[CH2:6][C@@H:1]2[CH2:7][C@H:4]1[CH2:3][N:2]2[C:8]([O:10][C:11]([CH3:14])([CH3:13])[CH3:12])=[O:9] |f:3.4|. Procedure: (1S,4S)-tert-Butyl 2,5-diazabicyclo[2.2.1]heptane-2-carboxylate (2.5 g, 12.6 mmol, Eq: 1.00) was dissolved in 126 ml of methanol. Formaldehyde (23.5 ml of a 37% aqueous solution) and acetic acid (2.17 ml) were added. Sodium triacetoxyborohydride (4.01 g, 18.9 mmol, Eq: 1.50) was added in portions. The reaction was stirred at room temperature overnight. The reaction was concentrated on a rotary evaporator. DCM and sodium bicarbonate were added to the residue and the layers were separated. The org... The reactants are ClCCl, CN(C)C=O, O=[N+]([O-])c1cccc([N+](=O)[O-])c1Cl, [F-], [K+], O. Yields the product O=[N+]([O-])c1cccc([N+](=O)[O-])c1F. RXN SMILES: [CH2:22]([Cl:23])[Cl:24].[CH3:16][N:17]([CH3:18])[CH:19]=[O:20].[Cl:1][c:2]1[c:3]([N+:11](=[O:12])[O-:13])[cH:4][cH:5][cH:6][c:7]1[N+:8](=[O:9])[O-:10].[F-:14].[K+:15].[OH2:21]>>[c:2]1([F:14])[c:3]([N+:11](=[O:12])[O-:13])[cH:4][cH:5][cH:6][c:7]1[N+:8](=[O:9])[O-:10]. Reactants: C(=O)=O (carbon dioxide), CC(C)N1N=CN=C1 (1-(1-Methylethyl)-1H-1,2,4-triazole), solution, C(CCC)[Li] (butyllithium). Solvent: C1CCOC1 (THF), CCCCCC (hexane). Conditions: temperature -78 celsius, time 1.5 hour. Yields the product CC(C)N1N=CN=C1C(=O)O (1-(1-Methylethyl)-1H-1,2,4-triazole-5-carboxylic acid). The yield is 92.4%. As a reaction SMILES: [CH3:1][CH:2]([N:4]1[CH:8]=[N:7][CH:6]=[N:5]1)[CH3:3].C([Li])CCC.[C:14](=[O:16])=[O:15]>C1COCC1.CCCCCC>[CH3:1][CH:2]([N:4]1[C:8]([C:14]([OH:16])=[O:15])=[N:7][CH:6]=[N:5]1)[CH3:3]. Procedure details: 1-(1-Methylethyl)-1H-1,2,4-triazole (1 g) was dissolved in THF (15 ml) and cooled to −78° C. under nitrogen. A 1.6 M solution of butyllithium in hexane (5.9 ml) was added dropwise. The solution was stirred for 1.5 h at −78° C., then the solution was treated with solid carbon dioxide (2 g). After 30 min at −78° C. the solution was allowed to warm to RT and stirred overnight. The reaction was quenched with water (1 ml), concentrated in vacuo and dried in a vacuum oven for 1 day at 50° C. to give t... Starting materials: C(C)(C)(C)OC(=O)NCC1CN(CC1)CCCN1S(C2=C(C1=O)C=CC=C2)(=O)=O (3-tert-Butoxycarbonylaminomethyl-1-(3-(1,1,3-trioxo-2,3-dihydro-1,2-benzisothiazol-2-yl)propyl)pyrrolidine), NC1=CC(=C(C(=O)O)C=C1Cl)OC (4-amino-5-chloro-2-methoxybenzoic acid). Yields the product NC1=CC(=C(C(=O)NCC2CN(CC2)CCCN2S(C3=C(C2=O)C=CC=C3)(=O)=O)C=C1Cl)OC (4-amino-5-chloro-2-methoxy-N-(1-(3-(1,1,3-trioxo-2,3-dihydro-1,2-benzisothiazol-2-yl)propyl)pyrrolidin-3-ylmethyl)benzamide). As a reaction SMILES: C(O[C:6]([NH:8][CH2:9][CH:10]1[CH2:14][CH2:13][N:12]([CH2:15][CH2:16][CH2:17][N:18]2[C:22](=[O:23])[C:21]3[CH:24]=[CH:25][CH:26]=[CH:27][C:20]=3[S:19]2(=[O:29])=[O:28])[CH2:11]1)=[O:7])(C)(C)C.[NH2:30][C:31]1[C:39]([Cl:40])=[CH:38][C:34](C(O)=O)=[C:33]([O:41][CH3:42])[CH:32]=1>>[NH2:30][C:31]1[C:39]([Cl:40])=[CH:38][C:34]([C:6]([NH:8][CH2:9][CH:10]2[CH2:14][CH2:13][N:12]([CH2:15][CH2:16][CH2:17][N:18]3[C:22](=[O:23])[C:21]4[CH:24]=[CH:25][CH:26]=[CH:27][C:20]=4[S:19]3(=[O:28])=[O:29])[CH2:11]2)=[O:7])=[C:33]([O:41][CH3:42])[CH:32]=1. Procedure: 3-tert-Butoxycarbonylaminomethyl-1-(3-(1,1,3-trioxo-2,3-dihydro-1,2-benzisothiazol-2-yl)propyl)pyrrolidine (0.28 g) as starting compound was reacted and treated in the same manner as in Example 67 using 4-amino-5-chloro-2-methoxybenzoic acid (0.13 g) to give 4-amino-5-chloro-2-methoxy-N-(1-(3-(1,1,3-trioxo-2,3-dihydro-1,2-benzisothiazol-2-yl)propyl)pyrrolidin-3-ylmethyl)benzamide.